From a dataset of the Open Reaction Database (ORD), a public repository of structured organic reaction records. describe an organic reaction: reactants, conditions, products, and yield RXN SMILES: [CH3:20][N:21]([CH2:22][CH2:23][O:24][N:25]=[C:26]1[CH2:27][CH:28]([c:29]2[cH:30][cH:31][c:32]([F:33])[cH:34][cH:35]2)[CH2:36][c:37]2[n:38][c:39]([NH2:40])[n:41][c:42]([CH3:43])[c:44]21)[CH3:45].[NH2:1][c:2]1[n:3][c:4]2[c:9]([c:10]([CH3:12])[n:11]1)[C:8](=[N:13][OH:14])[CH2:7][CH:6]([c:15]1[o:16][cH:17][cH:18][cH:19]1)[CH2:5]2>>[NH2:1][c:2]1[n:3][c:4]2[c:9]([c:10]([CH3:12])[n:11]1)[C:8](=[N:13][O:14][CH2:23][CH2:22][N:21]([CH3:20])[CH3:45])[CH2:7][CH:6]([c:15]1[o:16][cH:17][cH:18][cH:19]1)[CH2:5]2. The reactants are Cc1nc(N)nc2c1C(=NOCCN(C)C)CC(c1ccc(F)cc1)C2, Cc1nc(N)nc2c1C(=NO)CC(c1ccco1)C2. Yields the product Cc1nc(N)nc2c1C(=NOCCN(C)C)CC(c1ccco1)C2. Starting materials: ClCCl (dichloromethane), C[Si](C)(C)[N-][Si](C)(C)C.[Na+] (sodium bis(trimethylsilyl)amide), C(C)OC=1C=C(N)C=CC1 (3-ethoxyaniline), C1(=CC=C(C=C1)C#N)C (p-tolunitrile). Solvent: [Cl-].[Na+].O (brine), O1CCCC1 (tetrahydrofuran), O1CCCC1 (tetrahydrofuran). Run at time 20 minute. The product is C(C)OC=1C=C(C=CC1)NC(=N)C1=CC=C(C=C1)C (N-(3-Ethoxyphenyl)-4-methylbenzenecarboxamidine). Reaction SMILES: C[Si]([N-][Si](C)(C)C)(C)C.[Na+].[CH2:11]([O:13][C:14]1[CH:15]=[C:16]([CH:18]=[CH:19][CH:20]=1)[NH2:17])[CH3:12].[C:21]1([CH3:29])[CH:26]=[CH:25][C:24]([C:27]#[N:28])=[CH:23][CH:22]=1.ClCCl>O1CCCC1.[Cl-].[Na+].O>[CH2:11]([O:13][C:14]1[CH:15]=[C:16]([NH:17][C:27]([C:24]2[CH:25]=[CH:26][C:21]([CH3:29])=[CH:22][CH:23]=2)=[NH:28])[CH:18]=[CH:19][CH:20]=1)[CH3:12] |f:0.1,6.7.8|. Reported procedure: To a solution of 2.2 mL (4.4 mmol) of 2.0 M (in tetrahydrofuran) sodium bis(trimethylsilyl)amide in 5.0 mL of tetrahydrofuran at ambient temperature was added 0.52 mL (4.0 mmol) of 3-ethoxyaniline and the resulting solution was stirred for 20 min. To this reaction mixture was slowly added a solution of 0.47 g (4.0 mmol) of p-tolunitrile in 2.0 mL of tetrahydrofuran. The resulting mixture was stirred at ambient temperature for 5 hrs and then poured into brine (25 mL) and dichloromethane (50 mL). ... Procedure: To a stirred solution of 45 (150 mg, 0.513 mmol) in DCM (5 mL) was added TFA (1 mL) at 0° C. and allowed to stir at rt for 2 h. The reaction mixture was concentrated, the residue was dissolved in MeOH and treated with Ambersep-900-OH resin to basify the solution, then filtered to separate the resin and concentrated the filtrate to obtain the desired amine (90 mg, 88%) as a gummy liquid. (m/z): 194 [MH]+; 1H NMR (400 MHz, DMSO-d6) δ 7.87 (1H, d, J=5.6 Hz), 6.57 (1H, d, J=2.4 Hz), 6.33 (1H, dd, J=... As a reaction SMILES: C(OC(=O)[NH:7][C:8]1[CH:13]=[CH:12][N:11]=[C:10]([CH2:14][N:15]2[CH2:20][CH2:19][O:18][CH2:17][CH2:16]2)[CH:9]=1)(C)(C)C.C(O)(C(F)(F)F)=O>C(Cl)Cl>[N:15]1([CH2:14][C:10]2[CH:9]=[C:8]([NH2:7])[CH:13]=[CH:12][N:11]=2)[CH2:20][CH2:19][O:18][CH2:17][CH2:16]1. Product: N1(CCOCC1)CC1=NC=CC(=C1)N (2-Morpholin-4-ylmethyl-pyridin-4-ylamine). Conditions: time 2 hour. The yield is 90.8%. Starting materials: C(C)(C)(C)OC(NC1=CC(=NC=C1)CN1CCOCC1)=O ((2-Morpholin-4-ylmethyl-pyridin-4-yl)-carbamic acid tert-butyl ester), C(=O)(C(F)(F)F)O (TFA). The solvent is C(Cl)Cl (DCM). Reactants: FC1=C(C(=O)O)C=CC(=C1)I (2-fluoro-4-iodobenzoic acid), CC=1C(=NC=C(C1)C(F)(F)F)N1CCNCC1 (1-(3-methyl-5-trifluoromethylpyridin-2-yl)piperazine). The product is FC1=C(C=CC(=C1)I)C(=O)N1CCN(CC1)C1=NC=C(C=C1C)C(F)(F)F ((2-fluoro-4-iodophenyl)[4-(3-methyl-5-trifluoromethylpyridin-2-yl)piperazin-1-yl]methanone). Isolated yield 102.9%. RXN SMILES: [F:1][C:2]1[CH:10]=[C:9]([I:11])[CH:8]=[CH:7][C:3]=1[C:4]([OH:6])=O.[CH3:12][C:13]1[C:14]([N:23]2[CH2:28][CH2:27][NH:26][CH2:25][CH2:24]2)=[N:15][CH:16]=[C:17]([C:19]([F:22])([F:21])[F:20])[CH:18]=1>>[F:1][C:2]1[CH:10]=[C:9]([I:11])[CH:8]=[CH:7][C:3]=1[C:4]([N:26]1[CH2:27][CH2:28][N:23]([C:14]2[C:13]([CH3:12])=[CH:18][C:17]([C:19]([F:22])([F:20])[F:21])=[CH:16][N:15]=2)[CH2:24][CH2:25]1)=[O:6]. Procedure details: Using 2-fluoro-4-iodobenzoic acid (266 mg) and 1-(3-methyl-5-trifluoromethylpyridin-2-yl)piperazine (245 mg) described in Preparation Example 84 and by the reaction and treatment in the same manner as in Preparation Example 111, the title compound (507 mg) was obtained.